This data is from the Open Reaction Database (ORD), a public repository of structured organic reaction records. The task is: describe an organic reaction: reactants, conditions, products, and yield Reactants: OO (hydrogen peroxide), C(C)OC(C(=CC1CCCC1)C1=CC=C(C=C1)SC)=O (3-cyclopentyl-2-(4-methylsulfanyl-phenyl)-acrylic acid ethyl ester), C(=O)O (formic acid), S([O-])(O)=O.[Na+] (sodium bisulfite). Conditions: temperature 0 celsius, time 30 minute. Product: C(C)OC(C(=CC1CCCC1)C1=CC=C(C=C1)S(=O)(=O)C)=O (3-cyclopentyl-2-(4-methanesulfonyl-phenyl)-acrylic acid ethyl ester). Isolated yield 99.0%. As a reaction SMILES: [CH2:1]([O:3][C:4](=[O:20])[C:5]([C:12]1[CH:17]=[CH:16][C:15](SC)=[CH:14][CH:13]=1)=[CH:6][CH:7]1[CH2:11][CH2:10][CH2:9][CH2:8]1)[CH3:2].OO.[S:23](=[O:26])(O)[O-:24].[Na+].[CH:28](O)=O>>[CH2:1]([O:3][C:4](=[O:20])[C:5]([C:12]1[CH:17]=[CH:16][C:15]([S:23]([CH3:28])(=[O:26])=[O:24])=[CH:14][CH:13]=1)=[CH:6][CH:7]1[CH2:11][CH2:10][CH2:9][CH2:8]1)[CH3:2] |f:2.3|. Reported procedure: A solution of the isomeric mixture of 3-cyclopentyl-2-(4-methylsulfanyl-phenyl)-acrylic acid ethyl ester [58.93 g, 0.203 mol, (E):(Z)=1.44:1] in formic acid (203 mL) was cooled to 0° C. and then slowly treated with a 30% aqueous hydrogen peroxide solution (62.2 mL, 0.609 mol). The reaction mixture was stirred at 0° C. for 30 min then allowed to warm to 25° C. where it was stirred for 2 h. The reaction mixture was cooled back to 0° C. and then slowly treated with a saturated aqueous sodium bisulf...